From a dataset of the Open Reaction Database (ORD), a public repository of structured organic reaction records. describe an organic reaction: reactants, conditions, products, and yield Starting materials: CC[C@@H]1[C@@]([C@@H]([C@H](C(=O)[C@@H](C[C@@]([C@@H]([C@H]([C@@H]([C@H](C(=O)O1)C)O[C@H]2C[C@@]([C@H]([C@@H](O2)C)O)(C)OC)C)O[C@H]3[C@@H]([C@H](C[C@H](O3)C)N(C)C)O)(C)OC)C)C)O)(C)O.C(=O)[O-] (clarithromycin formate). Reported procedure: Specifically, clarithromycin formate is dissolved in a mixture of water and a water-miscible organic solvent at a temperature in the range of room temperature to the boiling point of the solvent for a period sufficient to make a solution. Then, the solution is filtered and a base is added to the filtrate to neutralize and make pH of the solution 7 to 12. The solution may then be optionally kept at a temperature ranging from room temperature to the boiling point of the solvent for 10 minutes to 1... Yields the product II, CC[C@@H]1[C@@]([C@@H]([C@H](C(=O)[C@@H](C[C@@]([C@@H]([C@H]([C@@H]([C@H](C(=O)O1)C)O[C@H]2C[C@@]([C@H]([C@@H](O2)C)O)(C)OC)C)O[C@H]3[C@@H]([C@H](C[C@H](O3)C)N(C)C)O)(C)OC)C)C)O)(C)O (clarithromycin). The solvent is O (water), O (water). Reaction SMILES: [CH3:1][CH2:2][C@H:3]1[O:18][C:16](=[O:17])[C@H:15]([CH3:19])[C@@H:14]([O:20][C@@H:21]2[O:26][C@@H:25]([CH3:27])[C@H:24]([OH:28])[C@@:23]([O:30][CH3:31])([CH3:29])[CH2:22]2)[C@H:13]([CH3:32])[C@@H:12]([O:33][C@@H:34]2[O:39][C@H:38]([CH3:40])[CH2:37][C@H:36]([N:41]([CH3:43])[CH3:42])[C@H:35]2[OH:44])[C@@:11]([O:46][CH3:47])([CH3:45])[CH2:10][C@@H:9]([CH3:48])[C:7](=[O:8])[C@H:6]([CH3:49])[C@@H:5]([OH:50])[C@@:4]1([OH:52])[CH3:51].C([O-])=O>O>[CH3:1][CH2:2][C@H:3]1[O:18][C:16](=[O:17])[C@H:15]([CH3:19])[C@@H:14]([O:20][C@@H:21]2[O:26][C@@H:25]([CH3:27])[C@H:24]([OH:28])[C@@:23]([O:30][CH3:31])([CH3:29])[CH2:22]2)[C@H:13]([CH3:32])[C@@H:12]([O:33][C@@H:34]2[O:39][C@H:38]([CH3:40])[CH2:37][C@H:36]([N:41]([CH3:42])[CH3:43])[C@H:35]2[OH:44])[C@@:11]([O:46][CH3:47])([CH3:45])[CH2:10][C@@H:9]([CH3:48])[C:7](=[O:8])[C@H:6]([CH3:49])[C@@H:5]([OH:50])[C@@:4]1([OH:52])[CH3:51] |f:0.1|. Starting materials: CN1CCC(Sc2cn(C)c3ccc(Br)cc23)CC1, C1CCOC1, [Li]CCCC, O=C=O. Product: CN1CCC(Sc2cn(C)c3ccc(C(=O)O)cc23)CC1. Reaction SMILES: [Br:1][c:2]1[cH:3][c:4]2[c:5]([S:12][CH:13]3[CH2:14][CH2:15][N:16]([CH3:19])[CH2:17][CH2:18]3)[cH:6][n:7]([CH3:11])[c:8]2[cH:9][cH:10]1.[CH2:28]1[O:29][CH2:30][CH2:31][CH2:32]1.[Li:20][CH2:21][CH2:22][CH2:23][CH3:24].[O:25]=[C:26]=[O:27]>>[c:2]1([C:26](=[O:25])[OH:27])[cH:3][c:4]2[c:5]([S:12][CH:13]3[CH2:14][CH2:15][N:16]([CH3:19])[CH2:17][CH2:18]3)[cH:6][n:7]([CH3:11])[c:8]2[cH:9][cH:10]1. The reactants are CS(=O)(=O)Cl (methanesul-fonyl chloride), C[C@H](CCC(=O)OC)[C@H]1CC[C@@H]2[C@@]1(CC[C@H]3[C@H]2[C@@H](C[C@H]4[C@@]3(CC[C@H](C4)O)C)O)C (Methyl chenodeoxycholate), CN(C)C1=NC=CC=C1 (Dimethylaminopyridine), N1=CC=CC=C1 (pyridine). Run in ClCCl (dichloromethane). Reaction conditions: temperature 0 celsius. Yields the product C[C@H](CCC(=O)OC)[C@H]1CC[C@@H]2[C@@]1([C@H](C[C@H]3[C@H]2[C@@H](C[C@H]4[C@@]3(CC[C@H](C4)O)C)O)O)C (methyl cholate). As a reaction SMILES: [CH3:1][C@@H:2]([C@@H:9]1[C@@:13]2([CH3:29])[CH2:14][CH2:15][C@@H:16]3[C@@:21]4([CH3:27])[CH2:22][CH2:23][C@@H:24]([OH:26])[CH2:25][C@H:20]4[CH2:19][C@@H:18]([OH:28])[C@H:17]3[C@@H:12]2[CH2:11][CH2:10]1)[CH2:3][CH2:4][C:5]([O:7][CH3:8])=[O:6].N1C=CC=CC=1.CN(C1C=CC=CN=1)C.CS(Cl)(=O)=[O:47]>ClCCl>[CH3:1][C@@H:2]([C@@H:9]1[C@@:13]2([CH3:29])[C@@H:14]([OH:47])[CH2:15][C@@H:16]3[C@@:21]4([CH3:27])[CH2:22][CH2:23][C@@H:24]([OH:26])[CH2:25][C@H:20]4[CH2:19][C@@H:18]([OH:28])[C@H:17]3[C@@H:12]2[CH2:11][CH2:10]1)[CH2:3][CH2:4][C:5]([O:7][CH3:8])=[O:6]. Reported procedure: Methyl chenodeoxycholate (27 g, 61.5 mmol) is dissolved in 100 mL dichloromethane (DCM), pyridine (20 mL). Dimethylaminopyridine (DMAP) (1.22 g, 10 mmol) is then added. The reaction mixture is chilled to 0° C., and methanesul-fonyl chloride (7.5 mL, 11.0 g, 96.7 mmol) is added dropwise. The reaction mixture is heated at 60° C. for 3 h, cooled to r.t., washed with 5% HCl, water, sodium bicarbonate, brine, and dried over sodium sulfate. The solvent is evaporated under reduced pressure (1 mm Hg, 80... Reactants: COC=1C=C2C=CN=CC2=CC1C=1C=NC=CC1 (6-Methoxy-7-pyridin-3-yl-isoquinoline), C[S-].[Na+] (sodium thiomethoxide). The solvent is CN(C=O)C (N,N-dimethylformamide). Run at temperature 160 celsius, time 2 hour. The product is N1=CC(=CC=C1)C1=C(C=C2C=CN=CC2=C1)O (7-pyridin-3-yl-isoquinolin-6-ol). Isolated yield 17.7%. Reaction SMILES: C[O:2][C:3]1[CH:4]=[C:5]2[C:10](=[CH:11][C:12]=1[C:13]1[CH:14]=[N:15][CH:16]=[CH:17][CH:18]=1)[CH:9]=[N:8][CH:7]=[CH:6]2.C[S-].[Na+]>CN(C)C=O>[N:15]1[CH:16]=[CH:17][CH:18]=[C:13]([C:12]2[CH:11]=[C:10]3[C:5]([CH:6]=[CH:7][N:8]=[CH:9]3)=[CH:4][C:3]=2[OH:2])[CH:14]=1 |f:1.2|. Reported procedure: 6-Methoxy-7-pyridin-3-yl-isoquinoline (42 mg) and sodium thiomethoxide (126 mg) were suspended in N,N-dimethylformamide (1.5 ml), and the mixture was stirred at 160° C. for 2 hr. The reaction solution was cooled to room temperature, the reaction solution was then filtered, and the solvent was removed from the filtrate by distillation under the reduced pressure. The residue was purified by thin layer chromatography using chloroform-methanol to give 7-pyridin-3-yl-isoquinolin-6-ol (7 mg, yield 17%... Reactants: BrC1=C(C=C(C(=C1)CC1=CC=C(C=C1)OCC)Cl)OC (1-Bromo-4-chloro-5-(4-ethoxybenzyl)-2-methoxybenzene), sodium ethane thiolate, Cl (HCl). Run in CN(C=O)C (N,N-dimethylformamide). Run at temperature 90 celsius. Product: BrC1=C(C=C(C(=C1)CC1=CC=C(C=C1)OCC)Cl)O (2-Bromo-5-chloro-4-(4-ethoxybenzyl)phenol). RXN SMILES: [Br:1][C:2]1[CH:7]=[C:6]([CH2:8][C:9]2[CH:14]=[CH:13][C:12]([O:15][CH2:16][CH3:17])=[CH:11][CH:10]=2)[C:5]([Cl:18])=[CH:4][C:3]=1[O:19]C.Cl>CN(C)C=O>[Br:1][C:2]1[CH:7]=[C:6]([CH2:8][C:9]2[CH:10]=[CH:11][C:12]([O:15][CH2:16][CH3:17])=[CH:13][CH:14]=2)[C:5]([Cl:18])=[CH:4][C:3]=1[OH:19]. Procedure details: To a solution of 1-Bromo-4-chloro-5-(4-ethoxybenzyl)-2-methoxybenzene (6, 11.3 mmol) in N,N-dimethylformamide (50 mL) was added sodium ethane thiolate (3.17 g, 34 mmol) and heated at 90° C. for 3 h. The reaction mixture was cooled to 0° C., neutralized with 1N HCl, and the organic layer was separated and the aqueous layer was extracted with ethyl acetate. The combined organic layers were washed with brine, dried over magnesium sulfate, filtered and concentrated in vacuo to yield the title compou... Reactants: ClC=1N=C2N(CCC(N(C2=CN1)C)=O)CC#C (9-chloro-2-methyl-6-prop-2-ynyl-2,6,8,10-tetrazabicyclo[5.4.0]undeca-7,9,11-trien-3-one), BrCCF (1-bromo-2-fluoroethane), CN(C)C=O (DMF). Product: ClC1=NC=C2N(C(CCN(C2=N1)CCF)=O)C (10-chloro-2-(2-fluoroethyl)-6-methyl-2,6,9,11-tetrazabicyclo[5.4.0]undeca-7,9,11-trien-5-one). Reaction SMILES: [Cl:1][C:2]1[N:3]=[C:4]2[C:10](=[CH:11][N:12]=1)[N:9]([CH3:13])[C:8](=[O:14])[CH2:7][CH2:6][N:5]2[CH2:15][C:16]#C.BrCC[F:21].CN(C=O)C>>[Cl:1][C:2]1[N:3]=[C:4]2[C:10]([N:9]([CH3:13])[C:8](=[O:14])[CH2:7][CH2:6][N:5]2[CH2:15][CH2:16][F:21])=[CH:11][N:12]=1. Procedure: The title compound was prepared by an analogous method to the preparation of Intermediate 154, on a 0.31 mmol scale, utilising 1-bromo-2-fluoroethane (Apollo Scientific; 235 mg, 1.44 mmol), as a white crystalline solid containing 0.6 equivalents of DMF (86 mg, 100%). Reactants: O=C([O-])[O-], CN(CCCl)CCCl, COc1cccc(C)c1N, Clc1ccccc1, Cl, [K+], [K+]. Yields the product COc1cccc(C)c1N1CCN(C)CC1. As a reaction SMILES: [C:20](=[O:21])([O-:22])[O-:23].[CH3:12][N:13]([CH2:14][CH2:15][Cl:19])[CH2:17][CH2:18][Cl:16].[CH3:1][O:2][c:3]1[c:4]([NH2:10])[c:5]([CH3:9])[cH:6][cH:7][cH:8]1.[Cl:26][c:27]1[cH:28][cH:29][cH:30][cH:31][cH:32]1.[ClH:11].[K+:24].[K+:25]>>[CH3:1][O:2][c:3]1[c:4]([N:10]2[CH2:15][CH2:14][N:13]([CH3:12])[CH2:17][CH2:18]2)[c:5]([CH3:9])[cH:6][cH:7][cH:8]1.